From a dataset of the Open Reaction Database (ORD), a public repository of structured organic reaction records. describe an organic reaction: reactants, conditions, products, and yield Reactants: C1CCNCC1, ClCCl, COc1c(C)c(Cc2cccc(C(=O)O)c2-c2cccnc2)c(OC)c(OC)c1OC. Product: COc1c(C)c(Cc2cccc(C(=O)N3CCCCC3)c2-c2cccnc2)c(OC)c(OC)c1OC. Reaction SMILES: [CH2:32]1[CH2:33][CH2:34][NH:35][CH2:36][CH2:37]1.[CH2:38]([Cl:39])[Cl:40].[CH3:1][O:2][c:3]1[c:4]([CH3:31])[c:5]([CH2:6][c:7]2[c:8](-[c:16]3[cH:17][n:18][cH:19][cH:20][cH:21]3)[c:9]([C:10](=[O:11])[OH:12])[cH:13][cH:14][cH:15]2)[c:22]([O:29][CH3:30])[c:23]([O:27][CH3:28])[c:24]1[O:25][CH3:26]>>[CH3:1][O:2][c:3]1[c:4]([CH3:31])[c:5]([CH2:6][c:7]2[c:8](-[c:16]3[cH:17][n:18][cH:19][cH:20][cH:21]3)[c:9]([C:10](=[O:11])[N:35]3[CH2:34][CH2:33][CH2:32][CH2:37][CH2:36]3)[cH:13][cH:14][cH:15]2)[c:22]([O:29][CH3:30])[c:23]([O:27][CH3:28])[c:24]1[O:25][CH3:26]. Starting materials: Cc1ccc(S(=O)(=O)OCCC(O)c2ccccc2)cc1, O=C=Nc1cccc2ccccc12. The product is O=C1OC(c2ccccc2)CCN1c1cccc2ccccc12. RXN SMILES: [CH3:1][c:2]1[cH:3][cH:4][c:5]([S:6]([O:7][CH2:12][CH2:13][CH:14]([c:15]2[cH:16][cH:17][cH:18][cH:19][cH:20]2)[OH:21])(=[O:8])=[O:9])[cH:10][cH:11]1.[N:22](=[C:23]=[O:24])[c:25]1[cH:26][cH:27][cH:28][c:29]2[cH:30][cH:31][cH:32][cH:33][c:34]12>>[CH2:12]1[CH2:13][CH:14]([c:15]2[cH:16][cH:17][cH:18][cH:19][cH:20]2)[O:21][C:23](=[O:24])[N:22]1[c:25]1[cH:26][cH:27][cH:28][c:29]2[cH:30][cH:31][cH:32][cH:33][c:34]12. Starting materials: ClC1=C(C=O)C=CC(=C1)F (2-chloro-4-fluorobenzaldehyde), Cl.FC=1C(=NC=C(C1)F)C(N)=N (3,5-Difluoro-2-pyridinecarboximidamide hydrochloride), N1(CCOCC1)CC(CC(=O)OC)=O (Methyl 4-(4-morpholinyl)-3-oxobutanoate), C(C)(=O)[O-].[Na+] (sodium acetate). Run in C(C)(C)O (isopropanol). Yields the product ClC1=C(C=CC(=C1)F)C1N=C(NC(=C1C(=O)OC)CN1CCOCC1)C1=NC=C(C=C1F)F (Methyl 4-(2-chloro-4-fluorophenyl)-2-(3,5-difluoro-2-pyridyl)-6-(4-morpholinylmethyl)-1,4-dihydropyrimidine-5-carboxylate). As a reaction SMILES: [Cl:1][C:2]1[CH:9]=[C:8]([F:10])[CH:7]=[CH:6][C:3]=1[CH:4]=O.Cl.[F:12][C:13]1[C:14]([C:20](=[NH:22])[NH2:21])=[N:15][CH:16]=[C:17]([F:19])[CH:18]=1.[N:23]1([CH2:29][C:30](=O)[CH2:31][C:32]([O:34][CH3:35])=[O:33])[CH2:28][CH2:27][O:26][CH2:25][CH2:24]1.C([O-])(=O)C.[Na+]>C(O)(C)C>[Cl:1][C:2]1[CH:9]=[C:8]([F:10])[CH:7]=[CH:6][C:3]=1[CH:4]1[C:31]([C:32]([O:34][CH3:35])=[O:33])=[C:30]([CH2:29][N:23]2[CH2:28][CH2:27][O:26][CH2:25][CH2:24]2)[NH:21][C:20]([C:14]2[C:13]([F:12])=[CH:18][C:17]([F:19])=[CH:16][N:15]=2)=[N:22]1 |f:1.2,4.5|. Reported procedure: A solution of 0.38 g (2.4 mmol) of 2-chloro-4-fluorobenzaldehyde in 10 ml of isopropanol is heated together with 0.46 g (2.4 mmol) of the compound from Example VI, 0.48 g (2.4 mmol) of the compound from Example VIII and 0.24 g (2.88 mmol) of sodium acetate under reflux for 2 hours. The reaction mixture is concentrated, and the residue is taken up in dichloromethane and extracted with 2N hydrochloric acid. The aqueous phase is made alkaline with dilute ammonia solution and extracted with dichloro...